From a dataset of the Open Reaction Database (ORD), a public repository of structured organic reaction records. describe an organic reaction: reactants, conditions, products, and yield Starting materials: [H-].[Na+] (NaH), ice water, Cl.Cl.C(CCC)C=1N=NC(=CC1C=1C=CC(=C(C1)NC(C)=O)OC1CCCCC1)OC1CCN(CC1)C (N-{5-[3-butyl-6-(1-methyl-piperidin-4-yloxy)-pyridazin-4-yl]-2-cyclohexyloxy-phenyl}-acetamide dihydrochloride), BrCCCC(=O)Cl (4-bromobutyryl chloride), CCN(C(C)C)C(C)C (DIEA), Cl (HCl). Reagents/catalysts: CN(C)C=1C=CN=CC1 (DMAP). Run in O.CCOC(=O)C (water EtOAc), C(Cl)Cl (DCM), C(Cl)Cl (DCM), CCOCC (ether). Run at time 1 hour. Yields the product Cl.Cl.C(CCC)C=1N=NC(=CC1C=1C=CC(=C(C1)N1C(CCC1)=O)OC1CCCCC1)OC1CCN(CC1)C (1-{5-[3-Butyl-6-(1-methyl-piperidin-4-yloxy)-pyridazin-4-yl]-2-cyclohexyloxy-phenyl}-pyrrolidin-2-one dihydrochloride). The yield is 21.6%. As a reaction SMILES: [ClH:1].Cl.[CH2:3]([C:7]1[N:8]=[N:9][C:10]([O:30][CH:31]2[CH2:36][CH2:35][N:34]([CH3:37])[CH2:33][CH2:32]2)=[CH:11][C:12]=1[C:13]1[CH:14]=[CH:15][C:16]([O:23][CH:24]2[CH2:29][CH2:28][CH2:27][CH2:26][CH2:25]2)=[C:17]([NH:19][C:20](=[O:22])[CH3:21])[CH:18]=1)[CH2:4][CH2:5][CH3:6].Br[CH2:39][CH2:40]CC([Cl:44])=O.CCN(C(C)C)C(C)C.[H-].[Na+].Cl>C(Cl)Cl.CN(C1C=CN=CC=1)C.O.CCOC(C)=O.CCOCC>[ClH:44].[ClH:1].[CH2:3]([C:7]1[N:8]=[N:9][C:10]([O:30][CH:31]2[CH2:36][CH2:35][N:34]([CH3:37])[CH2:33][CH2:32]2)=[CH:11][C:12]=1[C:13]1[CH:14]=[CH:15][C:16]([O:23][CH:24]2[CH2:29][CH2:28][CH2:27][CH2:26][CH2:25]2)=[C:17]([N:19]2[CH2:40][CH2:39][CH2:21][C:20]2=[O:22])[CH:18]=1)[CH2:4][CH2:5][CH3:6] |f:0.1.2,5.6,10.11,13.14.15|. Procedure: To a solution of 5-[3-butyl-6-(1-methyl-piperidin-4-yloxy)-pyridazin-4-yl]-2-cyclohexyloxy-phenylamine (Example 62, 0.2 mmol, 88 mg) in dry DCM (1.0 mL) was added 4-bromobutyryl chloride (0.4 mmol, 47 μL), DIEA (0.4 mmol, 70 μL), and DMAP (10 mg). And the mixture was stirred at room temperature for 1 hour then condensed. It was then diluted with water/EtOAc. The solvent was removed in vacuo and dried under vacuum over night. The residue was dissolved in dry THF (1.0 mL) at 0° C., NaH (60% disper... Starting materials: Cl (hydrochloric acid), FC1=CC=C(CCN2CCC(CC2)N2CCC3=CC=C(C=C23)C(C2=NC=CC=C2)O)C=C1 (1-[1-(4-Fluorophenethyl)piperidin-4-yl]-6-[1-hydroxy-1-(2-pyridyl)methyl]indoline), resultant mixture. Reagents/catalysts: [C].[Pd] (palladium carbon). Run in C(C)O (ethanol). Product: FC1=CC=C(CCN2CCC(CC2)N2CCC3=CC=C(C=C23)CC2=NC=CC=C2)C=C1 (1-[1-(4-fluorophenethyl)-piperidin-4-yl]-6-[1-(2-pyridyl)methyl]indoline). Yield: 24.6%. RXN SMILES: [F:1][C:2]1[CH:32]=[CH:31][C:5]([CH2:6][CH2:7][N:8]2[CH2:13][CH2:12][CH:11]([N:14]3[C:22]4[C:17](=[CH:18][CH:19]=[C:20]([CH:23](O)[C:24]5[CH:29]=[CH:28][CH:27]=[CH:26][N:25]=5)[CH:21]=4)[CH2:16][CH2:15]3)[CH2:10][CH2:9]2)=[CH:4][CH:3]=1.Cl>C(O)C.[C].[Pd]>[F:1][C:2]1[CH:3]=[CH:4][C:5]([CH2:6][CH2:7][N:8]2[CH2:9][CH2:10][CH:11]([N:14]3[C:22]4[C:17](=[CH:18][CH:19]=[C:20]([CH2:23][C:24]5[CH:29]=[CH:28][CH:27]=[CH:26][N:25]=5)[CH:21]=4)[CH2:16][CH2:15]3)[CH2:12][CH2:13]2)=[CH:31][CH:32]=1 |f:3.4|. Procedure details: 1-[1-(4-Fluorophenethyl)piperidin-4-yl]-6-[1-hydroxy-1-(2-pyridyl)methyl]indoline (0.321 g) was dissolved in ethanol (86.4 ml) f ollowed by the addition of 1 N hydrochloric acid (3.7 ml) and palladium carbon. Then the resultant mixture was catalytically reduced under atmospheric pressure for 3 hr. After filtering off the catalyst, the filtrate was concentrated under reduced pressure. To the residue were added a saturated aqueous solution of sodium bicarbonate and ethyl acetate and the layers wer... Starting materials: OCC1=CC(=C(C=C1)C(C)=O)C (1-(4-Hydroxymethyl-2-methyl-phenyl)-ethanone), BrC1=C(C=C(C=C1)C(C)O)C (1-(4-bromo-3-methyl-phenyl)-ethanol). The product is OC(C)C1=CC(=C(C=C1)C(C)=O)C (1-[4-(1-Hydroxy-ethyl)-2-methyl-phenyl]-ethanone). Yield: 49.0%. As a reaction SMILES: [OH:1][CH2:2][C:3]1[CH:8]=[CH:7][C:6]([C:9](=[O:11])[CH3:10])=[C:5]([CH3:12])[CH:4]=1.Br[C:14]1C=CC(C(O)C)=CC=1C>>[OH:1][CH:2]([C:3]1[CH:8]=[CH:7][C:6]([C:9](=[O:11])[CH3:10])=[C:5]([CH3:12])[CH:4]=1)[CH3:14]. Reported procedure: 1-[4-(1-Hydroxy-ethyl)-2-methyl-phenyl]-ethanone is prepared following preparation 1a employing 1-(4-bromo-3-methyl-phenyl)-ethanol instead of (4-iodo-3-methyl-phenyl)methanol. Reactants: C(CCC)OCCOC1=CC=C(C=C1)C=1C=CC2=C(C=C(CCN2C=2N=C(SC2)C)C(=O)O)C1 (7-[4-(2-butoxyethoxy)phenyl]-1-(2-methylthiazol-4-yl)-2,3-dihydro-1H-1-benzazepine-4-carboxylic acid), Cl.Cl.CN(C1CCOCC1)CC1=CC=C(N)C=C1 (4-[N-methyl-N-(tetrahydro-2H-pyran-4-yl)aminomethyl]aniline dihydrochloride), ON1N=NC2=C1C=CC=C2 (1-hydroxybenzotriazole), Cl.C(C)N=C=NCCCN(C)C (1-ethyl-3-(3-dimethylaminopropyl)carbodiimide hydrochloride). The reagents and catalysts are CN(C1=CC=NC=C1)C (4-dimethylaminopyridine). Run in CN(C)C=O (DMF), O (water), C(C)N(CC)CC (triethylamine). Run at time 8 hour. The product is C(CCC)OCCOC1=CC=C(C=C1)C=1C=CC2=C(C=C(CCN2C=2N=C(SC2)C)C(=O)NC2=CC=C(C=C2)CN(C2CCOCC2)C)C1 (7-[4-(2-butoxyethoxy)phenyl]-1-(2-methylthiazol-4-yl)-N-[4-[[N-methyl-N-(tetrahydro-2H-pyran-4-yl)amino]methyl]phenyl]-2,3-dihydro-1H-1-benzazepine-4-carboxamide). The yield is 47.0%. Reaction SMILES: [CH2:1]([O:5][CH2:6][CH2:7][O:8][C:9]1[CH:14]=[CH:13][C:12]([C:15]2[CH:16]=[CH:17][C:18]3[N:24]([C:25]4[N:26]=[C:27]([CH3:30])[S:28][CH:29]=4)[CH2:23][CH2:22][C:21]([C:31]([OH:33])=O)=[CH:20][C:19]=3[CH:34]=2)=[CH:11][CH:10]=1)[CH2:2][CH2:3][CH3:4].Cl.Cl.[CH3:37][N:38]([CH2:45][C:46]1[CH:52]=[CH:51][C:49]([NH2:50])=[CH:48][CH:47]=1)[CH:39]1[CH2:44][CH2:43][O:42][CH2:41][CH2:40]1.ON1C2C=CC=CC=2N=N1.Cl.C(N=C=NCCCN(C)C)C>CN(C=O)C.CN(C)C1C=CN=CC=1.O.C(N(CC)CC)C>[CH2:1]([O:5][CH2:6][CH2:7][O:8][C:9]1[CH:14]=[CH:13][C:12]([C:15]2[CH:16]=[CH:17][C:18]3[N:24]([C:25]4[N:26]=[C:27]([CH3:30])[S:28][CH:29]=4)[CH2:23][CH2:22][C:21]([C:31]([NH:50][C:49]4[CH:51]=[CH:52][C:46]([CH2:45][N:38]([CH3:37])[CH:39]5[CH2:44][CH2:43][O:42][CH2:41][CH2:40]5)=[CH:47][CH:48]=4)=[O:33])=[CH:20][C:19]=3[CH:34]=2)=[CH:11][CH:10]=1)[CH2:2][CH2:3][CH3:4] |f:1.2.3,5.6|. Procedure: In DMF (20 ml) were suspended 7-[4-(2-butoxyethoxy)phenyl]-1-(2-methylthiazol-4-yl)-2,3-dihydro-1H-1-benzazepine-4-carboxylic acid (0.13 g), 4-[N-methyl-N-(tetrahydro-2H-pyran-4-yl)aminomethyl]aniline dihydrochloride (0.1 g) and 1-hydroxybenzotriazole (0.06 g). Under ice-cooling, to the suspension were added 1-ethyl-3-(3-dimethylaminopropyl)carbodiimide hydrochloride (0.15 g), triethylamine (0.18 ml) and 4-dimethylaminopyridine (catalytic amount), and the mixture was stirred at room temperature ... RXN SMILES: [CH2:1]([CH3:2])[NH:3][c:4]1[cH:5][cH:6][c:7]([CH2:8][CH2:9][C:10](=[O:11])[NH:12][CH:13]([C:14](=[O:15])[O:16][CH2:17][CH3:18])[C:19](=[O:20])[O:21][CH2:22][CH3:23])[cH:24][cH:25]1.[I:26][CH2:27][CH2:28][CH3:29].[N:30]12[CH2:31][CH2:32][CH2:33][C:34]1=[N:35][CH2:36][CH2:37][CH2:38]2.[O:39]1[CH2:40][CH2:41][CH2:42][CH2:43]1>>[CH2:1]([CH3:2])[N:3]([c:4]1[cH:5][cH:6][c:7]([CH2:8][CH2:9][C:10](=[O:11])[NH:12][CH:13]([C:14](=[O:15])[O:16][CH2:17][CH3:18])[C:19](=[O:20])[O:21][CH2:22][CH3:23])[cH:24][cH:25]1)[CH2:27][CH2:28][CH3:29]. Product: CCCN(CC)c1ccc(CCC(=O)NC(C(=O)OCC)C(=O)OCC)cc1. Reactants: CCNc1ccc(CCC(=O)NC(C(=O)OCC)C(=O)OCC)cc1, CCCI, C1CN=C2CCCN2C1, C1CCOC1. Reactants: COC(C(NCOC(C)[Si](C)(C)C)CC1=CNC2=CC=CC=C12)=O (α-Trimethylsilylethoxymethyl-DL-tryptophan methyl ester), C(C)(=O)OCC (ethyl acetate). The solvent is FC(C(=O)O)(F)F (trifluoroacetic acid). Product: COC(C(N)(CC1=CNC2=CC=CC=C12)CO)=O (α-hydroxymethyl-DL-tryptophan methyl ester). RXN SMILES: [CH3:1][O:2][C:3](=[O:24])[CH:4]([CH2:14][C:15]1[C:23]2[C:18](=[CH:19][CH:20]=[CH:21][CH:22]=2)[NH:17][CH:16]=1)[NH:5]COC([Si](C)(C)C)C.[C:25](OCC)(=[O:27])C>FC(F)(F)C(O)=O>[CH3:1][O:2][C:3](=[O:24])[C:4]([CH2:25][OH:27])([CH2:14][C:15]1[C:23]2[C:18](=[CH:19][CH:20]=[CH:21][CH:22]=2)[NH:17][CH:16]=1)[NH2:5]. Reported procedure: α-Trimethylsilylethoxymethyl-DL-tryptophan methyl ester (1.0 g, 2.8 mmol) was stirred for 48 hours at room temperature in trifluoroacetic acid (10 mL). After evaporation of the acid in vacuo, the oily residue was treated with aqueous sodium bicarbonate and extracted with ethyl acetate. The organic layer was dried over Na2SO4 and evaporated to give an oil. Trituration with ethyl acetate gave 0.45 g (655) of α-hydroxymethyl-DL-tryptophan methyl ester, mp 148°-149° C. The reactants are ClCCl, OCc1cccc2c1OCCO2, O=S(Cl)Cl. Yields the product ClCc1cccc2c1OCCO2. RXN SMILES: [Cl:17][CH2:18][Cl:19].[O:1]1[CH2:2][CH2:3][O:4][c:5]2[c:6]1[cH:7][cH:8][cH:9][c:10]2[CH2:11][OH:12].[S:13]([Cl:14])([Cl:15])=[O:16]>>[O:1]1[CH2:2][CH2:3][O:4][c:5]2[c:6]1[cH:7][cH:8][cH:9][c:10]2[CH2:11][Cl:15].